Dataset: the Open Reaction Database (ORD), a public repository of structured organic reaction records. Task: describe an organic reaction: reactants, conditions, products, and yield Reactants: [OH-].[Na+] (sodium hydroxide), C(#N)C(C(=O)N)C1OC(C(=C1Cl)Cl)=O (2-Cyano-2-(3,4-dichloro-5-oxo-2,5-dihydrofuran-2-yl)acetamide), Cl.COCCS(=O)(=O)C1=C(C=CC=C1)CN (1-{2-[(2-methoxyethyl)sulfonyl]phenyl}methanamine hydrochloride), C([O-])([O-])=O.[K+].[K+] (potassium carbonate). Solvent: C(C)O (ethanol). Product: Cl.ClC=1C=C(C(N(C1)CC1=C(C=CC=C1)S(=O)(=O)CCOC)=N)C(=O)N (5-chloro-2-imino-1-{2-[(2-methoxyethyl)sulfonyl]benzyl}-1,2-dihydropyridine-3-carboxamide hydrochloride). Isolated yield 21.2%. Reaction SMILES: [C:1]([CH:3]([CH:7]1[C:11]([Cl:12])=[C:10](Cl)C(=O)O1)[C:4]([NH2:6])=[O:5])#[N:2].Cl.[CH3:16][O:17][CH2:18][CH2:19][S:20]([C:23]1[CH:28]=[CH:27][CH:26]=[CH:25][C:24]=1[CH2:29][NH2:30])(=[O:22])=[O:21].C(=O)([O-])[O-].[K+].[K+].[OH-].[Na+]>C(O)C>[ClH:12].[Cl:12][C:11]1[CH:7]=[C:3]([C:4]([NH2:6])=[O:5])[C:1](=[NH:2])[N:30]([CH2:29][C:24]2[CH:25]=[CH:26][CH:27]=[CH:28][C:23]=2[S:20]([CH2:19][CH2:18][O:17][CH3:16])(=[O:21])=[O:22])[CH:10]=1 |f:1.2,3.4.5,6.7,9.10|. Procedure details: (Step 5) 2-Cyano-2-(3,4-dichloro-5-oxo-2,5-dihydrofuran-2-yl)acetamide (2.0 g), 1-{2-[(2-methoxyethyl)sulfonyl]phenyl}methanamine hydrochloride obtained in Step 4 (2.71 g) and potassium carbonate (2.94 g) were stirred in ethanol (30 ml) at 90° C. for 16 hr. The reaction mixture was poured into 1N aqueous sodium hydroxide solution, and extracted with ethyl acetate. The organic layer was washed with saturated brine, dried over magnesium sulfate, and filtered. The solvent was evaporated under reduc... Starting materials: C=1C=CC(=CC1)P(C=2C=CC=CC2)C3=CC=C4C=CC=CC4=C3C5=C6C=CC=CC6=CC=C5P(C=7C=CC=CC7)C=8C=CC=CC8 (BINAP), CC(C)([O-])C.[K+] (potassium tert-butoxide), BrC1=NC=CC(=C1)CC(=O)OC(C)(C)C (tert-butyl (2-bromopyridin-4-yl)acetate), C(C1=CC=CC=C1)(C1=CC=CC=C1)=N (benzophenone imine). Reagents/catalysts: C=1C=CC(=CC1)/C=C/C(=O)/C=C/C2=CC=CC=C2.C=1C=CC(=CC1)/C=C/C(=O)/C=C/C2=CC=CC=C2.C=1C=CC(=CC1)/C=C/C(=O)/C=C/C2=CC=CC=C2.[Pd].[Pd] (Pd2(dba)3). Run in C1(=CC=CC=C1)C (toluene). Run at temperature 100 celsius. Product: C(C)(C)(C)OC(CC1=CC(=NC=C1)N=C(C1=CC=CC=C1)C1=CC=CC=C1)=O (tert-butyl{2-[(diphenylmethylidene)amino]pyridin-4-yl}acetate). As a reaction SMILES: C1C=CC(P(C2C(C3C(P(C4C=CC=CC=4)C4C=CC=CC=4)=CC=C4C=3C=CC=C4)=C3C(C=CC=C3)=CC=2)C2C=CC=CC=2)=CC=1.CC(C)([O-])C.[K+].Br[C:54]1[CH:59]=[C:58]([CH2:60][C:61]([O:63][C:64]([CH3:67])([CH3:66])[CH3:65])=[O:62])[CH:57]=[CH:56][N:55]=1.[C:68](=[NH:81])([C:75]1[CH:80]=[CH:79][CH:78]=[CH:77][CH:76]=1)[C:69]1[CH:74]=[CH:73][CH:72]=[CH:71][CH:70]=1>C1(C)C=CC=CC=1.C1C=CC(/C=C/C(/C=C/C2C=CC=CC=2)=O)=CC=1.C1C=CC(/C=C/C(/C=C/C2C=CC=CC=2)=O)=CC=1.C1C=CC(/C=C/C(/C=C/C2C=CC=CC=2)=O)=CC=1.[Pd].[Pd]>[C:64]([O:63][C:61](=[O:62])[CH2:60][C:58]1[CH:57]=[CH:56][N:55]=[C:54]([N:81]=[C:68]([C:69]2[CH:74]=[CH:73][CH:72]=[CH:71][CH:70]=2)[C:75]2[CH:80]=[CH:79][CH:78]=[CH:77][CH:76]=2)[CH:59]=1)([CH3:67])([CH3:66])[CH3:65] |f:1.2,6.7.8.9.10|. Reported procedure: To a solution of Pd2(dba)3 (1.9 mg, 0.0001 mmol), BINAP (5 mg, 0.008 mmol), and potassium tert-butoxide (62 mg, 0.55 mmol) in toluene (3 mL) was added tert-butyl (2-bromopyridin-4-yl)acetate (150 mg, 0.55 mmol) and benzophenone imine (140 μL, 0.83 mmol). The reaction was degassed for 15 minutes and then heated at 100° C. for 15 hours in a sealed tube. The reaction was then cooled to ambient temperature and concentrated in vacuo. The crude residue was dissolved ethyl acetate (200 mL), filtered ov... The reactants are CC(C)=O, Cc1c(C)c2c(c(C)c1O)SC(CCCCl)O2, [I-], [Na+], O. The product is Cc1c(C)c2c(c(C)c1O)SC(CCCI)O2. As a reaction SMILES: [CH3:21][C:22](=[O:23])[CH3:24].[Cl:1][CH2:2][CH2:3][CH2:4][CH:5]1[O:6][c:7]2[c:8]([c:10]([CH3:17])[c:11]([OH:16])[c:12]([CH3:15])[c:13]2[CH3:14])[S:9]1.[I-:19].[Na+:18].[OH2:20]>>[CH2:2]([CH2:3][CH2:4][CH:5]1[O:6][c:7]2[c:8]([c:10]([CH3:17])[c:11]([OH:16])[c:12]([CH3:15])[c:13]2[CH3:14])[S:9]1)[I:19].